From a dataset of the Open Reaction Database (ORD), a public repository of structured organic reaction records. describe an organic reaction: reactants, conditions, products, and yield Reactants: ClC1=NC=2C=CC=CC2C2=C1N=C(N2[C@H](C)C2=CC=CC=C2)O (4-Chloro-1-[(1R)-1-phenylethyl]-1H-imidazo[4,5-c]quinolin-2-ol), N (ammonia), solution. Solvent: CO (methanol). Conditions: temperature 135 celsius. Yields the product NC1=NC=2C=CC=CC2C2=C1N=C(N2[C@H](C)C2=CC=CC=C2)O (4-amino-1-[(1R)-1-phenylethyl]-1H-imidazo[4,5-c]quinolin-2-ol). Reaction SMILES: Cl[C:2]1[C:11]2[N:12]=[C:13]([OH:23])[N:14]([C@@H:15]([C:17]3[CH:22]=[CH:21][CH:20]=[CH:19][CH:18]=3)[CH3:16])[C:10]=2[C:9]2[CH:8]=[CH:7][CH:6]=[CH:5][C:4]=2[N:3]=1.[NH3:24]>CO>[NH2:24][C:2]1[C:11]2[N:12]=[C:13]([OH:23])[N:14]([C@@H:15]([C:17]3[CH:22]=[CH:21][CH:20]=[CH:19][CH:18]=3)[CH3:16])[C:10]=2[C:9]2[CH:8]=[CH:7][CH:6]=[CH:5][C:4]=2[N:3]=1. Procedure: 4-Chloro-1-[(1R)-1-phenylethyl]-1H-imidazo[4,5-c]quinolin-2-ol (3.87 g, 11.9 mmol) and ammonia (65 mL of a 7 N solution in methanol) were added to a high-pressure vessel, which was sealed and heated in an oven at 135° C. overnight. The reaction mixture was concentrated under reduced pressure, and the residue was purified by automated flash chromatography (silica cartridge, eluting with aqueous ammonium hydroxide:methanol:dichloromethane in a gradient from 0:0:100 to 0.2:4.8:95). The chromatograp... Reactants: CC1(COB(OC1)C1=CC=C(C=C1)C1CN(CC1)C(=O)OC)C (methyl 3-[4-(5,5-dimethyl-1,3,2-dioxaborinan-2-yl)phenyl]pyrrolidine-1-carboxylate), BrC=1C=C2C(=CNC2=CC1Cl)C=O (5-bromo-6-chloro-1H-indole-3-carbaldehyde), C([O-])([O-])=O.[K+].[K+] (potassium carbonate). Reagents/catalysts: C1=CC=C(C=C1)P([C-]2C=CC=C2)C3=CC=CC=C3.C1=CC=C(C=C1)P([C-]2C=CC=C2)C3=CC=CC=C3.Cl[Pd]Cl.[Fe+2] ([1,1′-bis(diphenylphosphino)ferrocene]dichloropalladium(II)). The solvent is C1(=CC=CC=C1)C (toluene), CCO (EtOH). Conditions: temperature 115 celsius. The product is ClC1=C(C=C2C(=CNC2=C1)C=O)C1=CC=C(C=C1)C1CN(CC1)C(=O)OC (methyl 3-[4-(6-chloro-3-formyl-1H-indol-5-yl)phenyl]pyrrolidine-1-carboxylate). Isolated yield 67.9%. As a reaction SMILES: CC1(C)COB([C:8]2[CH:13]=[CH:12][C:11]([CH:14]3[CH2:18][CH2:17][N:16]([C:19]([O:21][CH3:22])=[O:20])[CH2:15]3)=[CH:10][CH:9]=2)OC1.Br[C:25]1[CH:26]=[C:27]2[C:31](=[CH:32][C:33]=1[Cl:34])[NH:30][CH:29]=[C:28]2[CH:35]=[O:36].C(=O)([O-])[O-].[K+].[K+]>C1(C)C=CC=CC=1.CCO.C1C=CC(P(C2C=CC=CC=2)[C-]2C=CC=C2)=CC=1.C1C=CC(P(C2C=CC=CC=2)[C-]2C=CC=C2)=CC=1.Cl[Pd]Cl.[Fe+2]>[Cl:34][C:33]1[CH:32]=[C:31]2[C:27]([C:28]([CH:35]=[O:36])=[CH:29][NH:30]2)=[CH:26][C:25]=1[C:8]1[CH:9]=[CH:10][C:11]([CH:14]2[CH2:18][CH2:17][N:16]([C:19]([O:21][CH3:22])=[O:20])[CH2:15]2)=[CH:12][CH:13]=1 |f:2.3.4,7.8.9.10|. Procedure: To a degassed mixture of methyl 3-[4-(5,5-dimethyl-1,3,2-dioxaborinan-2-yl)phenyl]pyrrolidine-1-carboxylate (0.158 g, 0.5 mmol), 5-bromo-6-chloro-1H-indole-3-carbaldehyde (142.5 mg, 0.55 mmol) and 2N aqueous potassium carbonate (1.0 mL, 2.0 mmol) in toluene (3 mL) and EtOH (1 mL) was added [1,1′-bis(diphenylphosphino)ferrocene]dichloropalladium(II) (36.6 mg, 0.05 mmol). The resulting mixture was heated to 115° C. in a microwave for 30 min. The reaction mixture was partitioned between water and E... Starting materials: CCCCCCC(C)Br, CCO, [K+], [OH-], Oc1ccc2c(c1)Cc1cc(O)ccc1-2. Yields the product CCCCCCC(C)Oc1ccc2c(c1)Cc1cc(O)ccc1-2. Reaction SMILES: [CH3:1][CH:2]([CH2:3][CH2:4][CH2:5][CH2:6][CH2:7][CH3:8])[Br:9].[CH3:27][CH2:28][OH:29].[K+:26].[OH-:25].[OH:10][c:11]1[cH:12][c:13]2[c:21]([cH:22][cH:23]1)-[c:20]1[c:15]([cH:16][c:17]([OH:24])[cH:18][cH:19]1)[CH2:14]2>>[CH3:1][CH:2]([CH2:3][CH2:4][CH2:5][CH2:6][CH2:7][CH3:8])[O:24][c:17]1[cH:16][c:15]2[c:20]([cH:19][cH:18]1)-[c:21]1[c:13]([cH:12][c:11]([OH:10])[cH:23][cH:22]1)[CH2:14]2. The reactants are C(C)(C)(C)OC(=O)N1CC=2C=C3C(=CC2CC1C(=O)O)OC[C@@H](O3)C3=CC=C(C=C3)OCC3=CC(=C(C=C3)Cl)Cl ((S)-3-[4-(3,4-Dichloro-benzyloxy)-phenyl]-2,3,8,9-tetrahydro-6H-[1,4]dioxino[2,3-g]isoquinoline-7,8-dicarboxylic acid 7-tert-butyl ester), COC([C@H](CC1=CC=C(C=C1)C1=CC=CC=C1)N)=O ((S)-2-amino-3-biphenyl-4-yl-propionic acid methyl ester), Boc. Yields the product Cl.COC([C@H](CC1=CC=C(C=C1)C1=CC=CC=C1)NC(=O)C1NCC=2C=C3C(=CC2C1)OC[C@@H](O3)C3=CC=C(C=C3)OCC3=CC(=C(C=C3)Cl)Cl)=O ((S)-3-Biphenyl-4-yl-2-({(S)-3-[4-(3,4-dichloro-benzyloxy)-phenyl]-2,3,6,7,8,9-hexahydro-[1,4]dioxino-[2,3-g]isoquinoline-8-carbonyl}-amino)-propionic acid methyl ester hydrochloride salt). The yield is 112.5%. RXN SMILES: C(OC([N:8]1[CH:17]([C:18](O)=[O:19])[CH2:16][C:15]2[CH:14]=[C:13]3[O:21][CH2:22][C@H:23]([C:25]4[CH:30]=[CH:29][C:28]([O:31][CH2:32][C:33]5[CH:38]=[CH:37][C:36]([Cl:39])=[C:35]([Cl:40])[CH:34]=5)=[CH:27][CH:26]=4)[O:24][C:12]3=[CH:11][C:10]=2[CH2:9]1)=O)(C)(C)C.[CH3:41][O:42][C:43](=[O:59])[C@@H:44]([NH2:58])[CH2:45][C:46]1[CH:51]=[CH:50][C:49]([C:52]2[CH:57]=[CH:56][CH:55]=[CH:54][CH:53]=2)=[CH:48][CH:47]=1>>[ClH:39].[CH3:41][O:42][C:43](=[O:59])[C@@H:44]([NH:58][C:18]([CH:17]1[CH2:16][C:15]2[CH:14]=[C:13]3[O:21][CH2:22][C@H:23]([C:25]4[CH:26]=[CH:27][C:28]([O:31][CH2:32][C:33]5[CH:38]=[CH:37][C:36]([Cl:39])=[C:35]([Cl:40])[CH:34]=5)=[CH:29][CH:30]=4)[O:24][C:12]3=[CH:11][C:10]=2[CH2:9][NH:8]1)=[O:19])[CH2:45][C:46]1[CH:51]=[CH:50][C:49]([C:52]2[CH:57]=[CH:56][CH:55]=[CH:54][CH:53]=2)=[CH:48][CH:47]=1 |f:2.3|. Reported procedure: (S)-3-[4-(3,4-Dichloro-benzyloxy)-phenyl]-2,3,8,9-tetrahydro-6H-[1,4]dioxino[2,3-g]isoquinoline-7,8-dicarboxylic acid 7-tert-butyl ester (59 mg) was coupled with (S)-2-amino-3-biphenyl-4-yl-propionic acid methyl ester (31 mg) according to General Procedure A. The resulting Boc-protected amine was treated as described in General Procedure C to give (S)-3-Biphenyl-4-yl-2-({(S)-3-[4-(3,4-dichloro-benzyloxy)-phenyl]-2,3,6,7,8,9-hexahydro-[1,4]dioxino-[2,3-g]isoquinoline-8-carbonyl}-amino)-propionic ... Reactants: C1(\C=C/C(=O)O1)=O (maleic anhydride), NC1=CC=CC=C1 (aniline), O.O.O.O.O.O.[Cl-].[Mg+2].[Cl-] (Magnesium chloride hexahydrate), C(C)(=O)OC(C)=O (acetic anhydride). Run in CC(=O)C (acetone), C(C)N(CC)CC (triethylamine), CC(=O)C (acetone), O (water). Conditions: temperature 40 celsius. Yields the product C1(=CC=CC=C1)N1C(C=CC1=O)=O (N-phenyl maleimide). RXN SMILES: [C:1]1(=[O:7])O[C:4](=[O:5])[CH:3]=[CH:2]1.[NH2:8][C:9]1[CH:14]=[CH:13][CH:12]=[CH:11][CH:10]=1.O.O.O.O.O.O.[Cl-].[Mg+2].[Cl-].C(OC(=O)C)(=O)C>O.CC(C)=O.C(N(CC)CC)C>[C:9]1([N:8]2[C:4](=[O:5])[CH:3]=[CH:2][C:1]2=[O:7])[CH:14]=[CH:13][CH:12]=[CH:11][CH:10]=1 |f:2.3.4.5.6.7.8.9.10|. Procedure details: A reaction flask was equipped as in Example 1. To a solution of maleic anhydride (1.12 parts) in 5.6 parts acetone was added a solution of 1 part aniline, 0.375 part triethylamine, and 1.9 parts acetone over a 30-minute period. The resulting heterogeneous mixture was maintained at 40° C. for 30 minutes. Magnesium chloride hexahydrate (0.093 part) and 1.4 parts acetic anhydride were added all at once. The temperature was raised to 50° C. for 3 hours. The homogeneous mixture was cooled and 14 part... Reactants: NC1=NC=C(C(=O)N)C=C1 (6-aminonicotinamide), [N+](=O)([O-])[O-].[K+] (KNO3), [OH-].[Na+] (NaOH), O (water). The solvent is C(=O)(C(F)(F)F)O (TFA). Yields the product NC1=NC=C(C(=O)N)C=C1[N+](=O)[O-] (6-Amino-5-nitronicotinamide). The yield is 23.0%. As a reaction SMILES: [NH2:1][C:2]1[CH:10]=[CH:9][C:5]([C:6]([NH2:8])=[O:7])=[CH:4][N:3]=1.[N+:11]([O-])([O-:13])=[O:12].[K+].O.[OH-].[Na+]>C(O)(C(F)(F)F)=O>[NH2:1][C:2]1[C:10]([N+:11]([O-:13])=[O:12])=[CH:9][C:5]([C:6]([NH2:8])=[O:7])=[CH:4][N:3]=1 |f:1.2,4.5|. Procedure: To a solution of 6-aminonicotinamide (524 mg, 3.82 mmol) in TFA (10 mL) was added KNO3 (524 mg, 5.18 mmol) at room temperature with stirring. The resulting solution was stirred at 80° C. for 18 h, cooled to room temperature, then cooled water (100 mL) was added (no precipitate was formed). The resulting acidic aqueous solution was basified to pH 9 with 40% aq NaOH. The precipitate was filtered, washed with cooled water (2×5 mL), and dried to give 160 mg (23%) of 65 as a yellow powder, mp 289°-90... Starting materials: S(=O)(=O)(C1=CC=C(C)C=C1)Cl (TsCl), TEA, ClC=1N=C(C2=C(N1)NC=C2I)Cl (2,4-dichloro-5-iodo-7H-pyrrolo[2,3-d]pyrimidine). Reagents/catalysts: CN(C)C=1C=CN=CC1 (DMAP). Run in C(Cl)Cl (DCM). Conditions: time 1 hour. Product: ClC=1N=C(C2=C(N1)N(C=C2I)S(=O)(=O)C2=CC=C(C)C=C2)Cl (2,4-dichloro-5-iodo-7-tosyl-7H-pyrrolo[2,3-d]pyrimidine). Isolated yield 74.6%. RXN SMILES: [Cl:1][C:2]1[N:3]=[C:4]([Cl:12])[C:5]2[C:10]([I:11])=[CH:9][NH:8][C:6]=2[N:7]=1.[S:13](Cl)([C:16]1[CH:22]=[CH:21][C:19]([CH3:20])=[CH:18][CH:17]=1)(=[O:15])=[O:14]>C(Cl)Cl.CN(C1C=CN=CC=1)C>[Cl:1][C:2]1[N:3]=[C:4]([Cl:12])[C:5]2[C:10]([I:11])=[CH:9][N:8]([S:13]([C:16]3[CH:22]=[CH:21][C:19]([CH3:20])=[CH:18][CH:17]=3)(=[O:15])=[O:14])[C:6]=2[N:7]=1. Procedure: To a mixture of 2,4-dichloro-5-iodo-7H-pyrrolo[2,3-d]pyrimidine (1.80 g, 5.73 mmol) in DCM (20 ml) was added TsCl (1.09 g, 5.73 mmol) and TEA (1.60 mL, 11.46 mmol), followed by DMAP (70 mg, 0.573 mmol). After stirring for 1 h at room temperature, the solution was concentrated, and the residue was partitioned between EtOAc and H2O, the organic layer was separated, washed with 1N HCl, 5% NaHCO3, dried and concentrated to give 2,4-dichloro-5-iodo-7-tosyl-7H-pyrrolo[2,3-d]pyrimidine (2.0 g).